Dataset: the Open Reaction Database (ORD), a public repository of structured organic reaction records. Task: describe an organic reaction: reactants, conditions, products, and yield As a reaction SMILES: [F:1][C:2]1[CH:7]=[CH:6][C:5]([CH:8]([C:18]2[CH:23]=[CH:22][CH:21]=[CH:20][N:19]=2)[CH2:9][CH2:10][N:11]([CH3:17])[CH2:12][CH2:13][CH2:14][CH2:15][NH2:16])=[CH:4][CH:3]=1.[C:24]([NH:26][C:27](=[N:35][CH2:36][CH2:37][CH2:38][O:39][C:40]1[CH:45]=[CH:44][CH:43]=[C:42]([CH2:46][N:47]2[CH2:52][CH2:51][CH2:50][CH2:49][CH2:48]2)[CH:41]=1)OC1C=CC=CC=1)#[N:25]>>[C:24]([NH:26][C:27]([NH:16][CH2:15][CH2:14][CH2:13][CH2:12][N:11]([CH2:10][CH2:9][CH:8]([C:5]1[CH:4]=[CH:3][C:2]([F:1])=[CH:7][CH:6]=1)[C:18]1[CH:23]=[CH:22][CH:21]=[CH:20][N:19]=1)[CH3:17])=[N:35][CH2:36][CH2:37][CH2:38][O:39][C:40]1[CH:45]=[CH:44][CH:43]=[C:42]([CH2:46][N:47]2[CH2:48][CH2:49][CH2:50][CH2:51][CH2:52]2)[CH:41]=1)#[N:25]. Procedure details: Preparation is effected analogously to Example 1, using 0.8 g (2.5 mmol) of N-[3-(4-fluorophenyl)-3-(2-pyridyl)propyl]-N-methyl-1,4-butanediamine and 0.99 g (2.5 mmol) of N-cyano-O-phenyl-N'-[3-[3-(piperidinomethyl)phenoxy]propyl]isourea as starting materials. Working up by chromatography analogously to Example 1 yields the purified title compound in the form of a viscous oil; MS (+FAB method): m/z (rel. int.[%])=614 ([M+H]+, 3), 214 (50.2), 154 ([m-NO2 -benzylOH], 100); IR (KBr): 2163 cm-1 (C≡N... Product: C(#N)NC(=NCCCOC1=CC(=CC=C1)CN1CCCCC1)NCCCCN(C)CCC(C1=NC=CC=C1)C1=CC=C(C=C1)F (N-cyano-N'-[4-[N-[3-(4-fluorophenyl)-3-(2-pyridyl)propyl]-N-methylamino]-butyl]-N"-[3-[3-(piperidinomethyl)phenoxy]propyl]guanidine). The reactants are FC1=CC=C(C=C1)C(CCN(CCCCN)C)C1=NC=CC=C1 (N-[3-(4-fluorophenyl)-3-(2-pyridyl)propyl]-N-methyl-1,4-butanediamine), C(#N)NC(OC1=CC=CC=C1)=NCCCOC1=CC(=CC=C1)CN1CCCCC1 (N-cyano-O-phenyl-N'-[3-[3-(piperidinomethyl)phenoxy]propyl]isourea). Reactants: FC1=CC=C(C=C1)C(N1CCNCC1)C1=CC=C(C=C1)F (1-bis(4-fluorophenyl)methyl piperazine), C1(CCCCC1)N([C@H](C(=O)O)CC(C)C)C ((S)-2-(Cyclohexyl-methyl-amino)-4-methyl-pentanoic acid), C(C)(C)N(C(C)C)CC (N,N-diisopropylethylamine), O-benzotriazol-1-yl-N,N,N,′,N′-tetramethyluronium hexafluorophosphate, C(C)OCC (diethyl ether). Run in CN(C)C=O (DMF). Conditions: temperature 0 celsius, time 30 minute. Product: FC1=CC=C(C=C1)C(N1CCN(CC1)C([C@H](CC(C)C)N(C)C1CCCCC1)=O)C1=CC=C(C=C1)F ((S)-1-{4-[Bis-(4-fluoro-phenyl)-methyl]-piperazin-1-yl}-2-(cyclohexyl-methyl-amino)-4-methyl-pentan-1-one). Isolated yield 89.1%. As a reaction SMILES: [CH:1]1([N:7]([CH3:16])[C@@H:8]([CH2:12][CH:13]([CH3:15])[CH3:14])[C:9]([OH:11])=O)[CH2:6][CH2:5][CH2:4][CH2:3][CH2:2]1.C(N(CC)C(C)C)(C)C.[F:26][C:27]1[CH:32]=[CH:31][C:30]([CH:33]([C:40]2[CH:45]=[CH:44][C:43]([F:46])=[CH:42][CH:41]=2)[N:34]2[CH2:39][CH2:38][NH:37][CH2:36][CH2:35]2)=[CH:29][CH:28]=1.C(OCC)C>CN(C=O)C>[F:46][C:43]1[CH:42]=[CH:41][C:40]([CH:33]([C:30]2[CH:31]=[CH:32][C:27]([F:26])=[CH:28][CH:29]=2)[N:34]2[CH2:35][CH2:36][N:37]([C:9](=[O:11])[C@@H:8]([N:7]([CH:1]3[CH2:2][CH2:3][CH2:4][CH2:5][CH2:6]3)[CH3:16])[CH2:12][CH:13]([CH3:15])[CH3:14])[CH2:38][CH2:39]2)=[CH:45][CH:44]=1. Procedure details: (S)-2-(Cyclohexyl-methyl-amino)-4-methyl-pentanoic acid (0.200 g, 0.880 mmol, Example 21, Step A) was dissolved in dry DMF (4 mL) under nitrogen atmosphere and cooled to 0° C. in an ice-water bath. To this solution were added, in succession, N,N-diisopropylethylamine (0.389 mL, 1.76 mmol) and solid O-benzotriazol-1-yl-N,N,N,′,N′-tetramethyluronium hexafluorophosphate (0.334 g, 0.880 mmol). The resulting reaction mixture was stirred at that temperature for 30 minutes; solid 1-bis(4-fluorophenyl)m... Reactants: Solvent A, C(=O)(C(F)(F)F)O (TFA), Solvent B, C(=O)(C(F)(F)F)O (TFA), N (NH3), ClC=1C=C(C=CC1O)C=1C=C(C=2NC=3C=C(C=CC3C2N1)N1CCOCC1)C(=O)N (2-(3-chloro-4-hydroxyphenyl)-7-morpholino-5H-pyrido[3,2-b]indole-4-carboxamide), BrCCCl (1-bromo-2-chloroethane), C(=O)([O-])[O-].[K+].[K+] (K2CO3). Run in CO (Methanol), CO (Methanol), O (H2O), O (H2O), CO (MeOH), CN(C)C=O (DMF). Run at temperature 40 celsius. The product is ClC=1C=C(C=CC1OCCCl)C=1C=C(C=2NC=3C=C(C=CC3C2N1)N1CCOCC1)C(=O)N (2-(3-chloro-4-(2-chloroethoxy)phenyl)-7-morpholino-5H-pyrido[3,2-b]indole-4-carboxamide). Isolated yield 66.9%. Reaction SMILES: [Cl:1][C:2]1[CH:3]=[C:4]([C:9]2[CH:10]=[C:11]([C:28]([NH2:30])=[O:29])[C:12]3[NH:13][C:14]4[CH:15]=[C:16]([N:22]5[CH2:27][CH2:26][O:25][CH2:24][CH2:23]5)[CH:17]=[CH:18][C:19]=4[C:20]=3[N:21]=2)[CH:5]=[CH:6][C:7]=1[OH:8].Br[CH2:32][CH2:33][Cl:34].C([O-])([O-])=O.[K+].[K+].C(O)(C(F)(F)F)=O.N>CN(C=O)C.CO.O>[Cl:1][C:2]1[CH:3]=[C:4]([C:9]2[CH:10]=[C:11]([C:28]([NH2:30])=[O:29])[C:12]3[NH:13][C:14]4[CH:15]=[C:16]([N:22]5[CH2:23][CH2:24][O:25][CH2:26][CH2:27]5)[CH:17]=[CH:18][C:19]=4[C:20]=3[N:21]=2)[CH:5]=[CH:6][C:7]=1[O:8][CH2:32][CH2:33][Cl:34] |f:2.3.4|. Reported procedure: A mixture of 2-(3-chloro-4-hydroxyphenyl)-7-morpholino-5H-pyrido[3,2-b]indole-4-carboxamide (120 mg, 0.284 mmol), 1-bromo-2-chloroethane (67 μL, 1.42 mmol) and K2CO3 (196 mg, 1.42 mmol) in DMF (4.8 mL) in a vial was heated at 40° C. for 3 h. Preparative HPLC (100×30 mm Luna C18 column, Solvent A=10% Methanol, 90% H2O, 0.1% TFA; Solvent B=90% Methanol, 10% H2O, 0.1% TFA; gradient of 0 to 100% B over 10 min at 42 mL/min) followed by SCX capture and release with 2 N NH3 in MeOH left 2-(3-chloro-4-(... The reactants are CC#N, CSC1=Nc2ccccc2C(C)N1, O=C(O)C(F)(F)F, I, NC1CCc2ccccc21. Yields the product CC1NC(NC2CCc3ccccc32)=Nc2ccccc21. Reaction SMILES: [CH3:25][C:26]#[N:27].[CH3:2][CH:3]1[NH:4][C:5]([S:13][CH3:14])=[N:6][c:7]2[cH:8][cH:9][cH:10][cH:11][c:12]21.[F:28][C:29]([F:30])([F:31])[C:32]([OH:33])=[O:34].[IH:1].[NH2:15][CH:16]1[CH2:17][CH2:18][c:19]2[cH:20][cH:21][cH:22][cH:23][c:24]21>>[CH3:2][CH:3]1[NH:4][C:5]([NH:15][CH:16]2[CH2:17][CH2:18][c:19]3[cH:20][cH:21][cH:22][cH:23][c:24]32)=[N:6][c:7]2[cH:8][cH:9][cH:10][cH:11][c:12]21. Reactants: Cl.Cl.C(C(C)C)OC1=NC=NC(=C1)N1CCNCC1 (4-isobutoxy-6-(piperazin-1-yl)pyrimidine dihydrochloride), C(C)(C)(C)OC(=O)NCC(=O)O (2-((tert-butoxycarbonyl)amino)acetic acid). Product: C(C(C)C)OC1=CC(=NC=N1)N1CCN(CC1)C(CNC(OC(C)(C)C)=O)=O (tert-butyl (2-(4-(6-isobutoxypyrimidin-4-yl)piperazin-1-yl)-2-oxoethyl)carbamate). RXN SMILES: Cl.Cl.[CH2:3]([O:7][C:8]1[CH:13]=[C:12]([N:14]2[CH2:19][CH2:18][NH:17][CH2:16][CH2:15]2)[N:11]=[CH:10][N:9]=1)[CH:4]([CH3:6])[CH3:5].[C:20]([O:24][C:25]([NH:27][CH2:28][C:29](O)=[O:30])=[O:26])([CH3:23])([CH3:22])[CH3:21]>>[CH2:3]([O:7][C:8]1[N:9]=[CH:10][N:11]=[C:12]([N:14]2[CH2:19][CH2:18][N:17]([C:29](=[O:30])[CH2:28][NH:27][C:25](=[O:26])[O:24][C:20]([CH3:21])([CH3:22])[CH3:23])[CH2:16][CH2:15]2)[CH:13]=1)[CH:4]([CH3:6])[CH3:5] |f:0.1.2|. Procedure details: The title compound was prepared according to the procedure described in Example 3 using 4-isobutoxy-6-(piperazin-1-yl)pyrimidine dihydrochloride and 2-((tert-butoxycarbonyl)amino)acetic acid. Reactants: N(=NC(=O)OC(C)C)C(=O)OC(C)C (diisopropyl azodicarboxylate), ClC1=CC(=C(C=C1)NS(=O)(=O)C1=CC(=C(C=C1)OC)OC)CC1=C(C=CC=C1F)F (N-[4-chloro-2-(2,6-difluorobenzyl)phenyl]-3,4-dimethoxybenzenesulfonamide), C1(=CC=CC=C1)P(C1=CC=CC=C1)C1=CC=CC=C1 (triphenylphosphine), N1=CC(=CC=C1)CCCO (3-pyrid-3-ylpropan-1-ol). Solvent: C1CCOC1 (THF), C(C)OCC (diethyl ether). Run at time 15 minute. Yields the product ClC1=CC(=C(C=C1)N(S(=O)(=O)C1=CC(=C(C=C1)OC)OC)CCCC=1C=NC=CC1)CC1=C(C=CC=C1F)F (N-[4-chloro-2-(2,6-difluorobenzyl)phenyl]-3,4-dimethoxy-N-(3-pyrid-3-ylpropyl)benzenesulfonamide). RXN SMILES: C1(P(C2C=CC=CC=2)C2C=CC=CC=2)C=CC=CC=1.N(C(OC(C)C)=O)=NC(OC(C)C)=O.[N:34]1[CH:39]=[CH:38][CH:37]=[C:36]([CH2:40][CH2:41][CH2:42]O)[CH:35]=1.[Cl:44][C:45]1[CH:50]=[CH:49][C:48]([NH:51][S:52]([C:55]2[CH:60]=[CH:59][C:58]([O:61][CH3:62])=[C:57]([O:63][CH3:64])[CH:56]=2)(=[O:54])=[O:53])=[C:47]([CH2:65][C:66]2[C:71]([F:72])=[CH:70][CH:69]=[CH:68][C:67]=2[F:73])[CH:46]=1>C1COCC1.C(OCC)C>[Cl:44][C:45]1[CH:50]=[CH:49][C:48]([N:51]([CH2:42][CH2:41][CH2:40][C:36]2[CH:35]=[N:34][CH:39]=[CH:38][CH:37]=2)[S:52]([C:55]2[CH:60]=[CH:59][C:58]([O:61][CH3:62])=[C:57]([O:63][CH3:64])[CH:56]=2)(=[O:53])=[O:54])=[C:47]([CH2:65][C:66]2[C:71]([F:72])=[CH:70][CH:69]=[CH:68][C:67]=2[F:73])[CH:46]=1. Procedure: To 1.5 g of triphenylphosphine dissolved in 25 ml of THF is added 0.909 g of diisopropyl azodicarboxylate. After 15 minutes at room temperature, 0.61 g of 3-pyrid-3-ylpropan-1-ol is introduced and the mixture is left at 20° C. for 15 minutes. 1.36 g of N-[4-chloro-2-(2,6-difluorobenzyl)phenyl]-3,4-dimethoxybenzenesulfonamide are introduced and the mixture is left at room temperature for 18 hours. The medium is concentrated and the residue is chromatographed on a column of silica gel, eluting wit... Starting materials: CC(=O)OC(C)=O, O=CO, Nc1n[nH]c2c(F)c(-c3ccc(NC(=O)Nc4cc(C(F)(F)F)ccc4F)cc3)ccc12, c1ccncc1. Yields the product O=CNc1n[nH]c2c(F)c(-c3ccc(NC(=O)Nc4cc(C(F)(F)F)ccc4F)cc3)ccc12. As a reaction SMILES: [CH3:1][C:2](=[O:3])[O:4][C:5](=[O:6])[CH3:7].[CH:8]([OH:9])=[O:10].[NH2:11][c:12]1[n:13][nH:14][c:15]2[c:16]([F:42])[c:17](-[c:21]3[cH:22][cH:23][c:24]([NH:27][C:28](=[O:29])[NH:30][c:31]4[c:32]([F:41])[cH:33][cH:34][c:35]([C:37]([F:38])([F:39])[F:40])[cH:36]4)[cH:25][cH:26]3)[cH:18][cH:19][c:20]12.[cH:43]1[cH:44][cH:45][n:46][cH:47][cH:48]1>>[CH:2](=[O:3])[NH:11][c:12]1[n:13][nH:14][c:15]2[c:16]([F:42])[c:17](-[c:21]3[cH:22][cH:23][c:24]([NH:27][C:28](=[O:29])[NH:30][c:31]4[c:32]([F:41])[cH:33][cH:34][c:35]([C:37]([F:38])([F:39])[F:40])[cH:36]4)[cH:25][cH:26]3)[cH:18][cH:19][c:20]12. Starting materials: COc1cc(C=O)cc(OC)c1OC, CO, Cc1ccc(N)c(NC(=O)c2ccccc2)c1. Product: COc1cc(C=Nc2ccc(C)cc2NC(=O)c2ccccc2)cc(OC)c1OC. As a reaction SMILES: [CH3:18][O:19][c:20]1[cH:21][c:22]([CH:23]=[O:24])[cH:25][c:26]([O:30][CH3:31])[c:27]1[O:28][CH3:29].[CH3:32][OH:33].[NH2:1][c:2]1[c:3]([NH:9][C:10]([c:11]2[cH:12][cH:13][cH:14][cH:15][cH:16]2)=[O:17])[cH:4][c:5]([CH3:8])[cH:6][cH:7]1>>[N:1]([c:2]1[c:3]([NH:9][C:10]([c:11]2[cH:12][cH:13][cH:14][cH:15][cH:16]2)=[O:17])[cH:4][c:5]([CH3:8])[cH:6][cH:7]1)=[CH:23][c:22]1[cH:21][c:20]([O:19][CH3:18])[c:27]([O:28][CH3:29])[c:26]([O:30][CH3:31])[cH:25]1. The reactants are Cl (hydrochloric acid), FC1=CC=C(C=C1)S(=O)(=O)Cl (4-fluorobenzenesulfonyl chloride), S(=O)([O-])[O-].[Na+].[Na+] (sodium sulfite), C([O-])(O)=O.[Na+] (sodium bicarbonate). The solvent is O (water). Run at temperature 100 celsius, time 1.5 hour. Product: FC1=CC=C(C=C1)S(=O)O (4-Fluoro-benzenesulfinic acid). Isolated yield 87.0%. Reaction SMILES: [F:1][C:2]1[CH:7]=[CH:6][C:5]([S:8](Cl)(=[O:10])=[O:9])=[CH:4][CH:3]=1.S([O-])([O-])=O.[Na+].[Na+].C(=O)(O)[O-].[Na+].Cl>O>[F:1][C:2]1[CH:7]=[CH:6][C:5]([S:8]([OH:10])=[O:9])=[CH:4][CH:3]=1 |f:1.2.3,4.5|. Procedure details: A mixture of 4-fluorobenzenesulfonyl chloride (50.0 g, 257 mmol), sodium sulfite (48.6 g, 386 mmol), and sodium bicarbonate (108 g, 1.28 mol) in water was heated to 100° C. The resulting solution was stirred for 1.5 h at 100° C., then cooled to RT and acidified by careful addition of concentrated hydrochloric acid. The resulting precipitate was extracted with EtOAc (3×250 mL). The combined extracts were washed with brine, dried over anhydrous sodium sulfate, filtered and concentrated. Drying in ... Starting materials: BrBr (bromine), C(C)OC(=O)C1C(C=CCC1C1=CC=CC=C1)=O (2-ethoxycarbonyl-3-phenylcyclohex-5-enone), C(Cl)Cl (methylene chloride), O (water), ice. The solvent is C(C)(=O)O (acetic acid), C(Cl)(Cl)(Cl)Cl (carbon tetrachloride). Reaction conditions: time 21 hour. The product is C1(=CC=CC=C1)C=1C=CC=C(C1C(=O)OCC)O (ethyl 6-phenylsalicylate). The yield is 29.3%. RXN SMILES: [CH2:1]([O:3][C:4]([CH:6]1[CH:11]([C:12]2[CH:17]=[CH:16][CH:15]=[CH:14][CH:13]=2)[CH2:10][CH:9]=[CH:8][C:7]1=[O:18])=[O:5])[CH3:2].BrBr.C(Cl)Cl.O>C(Cl)(Cl)(Cl)Cl.C(O)(=O)C>[C:12]1([C:11]2[CH:10]=[CH:9][CH:8]=[C:7]([OH:18])[C:6]=2[C:4]([O:3][CH2:1][CH3:2])=[O:5])[CH:13]=[CH:14][CH:15]=[CH:16][CH:17]=1. Reported procedure: Under a nitrogen atmosphere, a stirred solution of 24.4 grams (0.100 mole) of crude 2-ethoxycarbonyl-3-phenylcyclohex-5-enone in 50 mL of carbon tetrachloride was cooled in an ice bath, and a solution of 16.1 grams (0.100 mole) of bromine in 50mL of acetic acid was added dropwise. Upon completion of addition, the reaction mixture was stirred at the ice-bath temperature for 30 minutes. After this time the reaction mixture was warmed to reflux where it was stirred for about 21 hours. The reaction ...